This data is from the Open Reaction Database (ORD), a public repository of structured organic reaction records. The task is: describe an organic reaction: reactants, conditions, products, and yield Starting materials: Clc1ccc2cc(CBr)sc2c1, O=C([O-])[O-], [K+], [K+], CC1CN(Cc2ccc3c(N)ncnc3c2)C(=O)C(C)N1, CN(C)C=O. Yields the product CC1CN(Cc2ccc3c(N)ncnc3c2)C(=O)C(C)N1Cc1cc2ccc(Cl)cc2s1. Reaction SMILES: [Br:28][CH2:29][c:30]1[cH:31][c:32]2[c:33]([s:34]1)[cH:35][c:36]([Cl:39])[cH:37][cH:38]2.[C:22](=[O:23])([O-:24])[O-:25].[K+:26].[K+:27].[NH2:1][c:2]1[n:3][cH:4][n:5][c:6]2[cH:7][c:8]([CH2:12][N:13]3[C:14](=[O:21])[CH:15]([CH3:20])[NH:16][CH:17]([CH3:19])[CH2:18]3)[cH:9][cH:10][c:11]12.[O:40]=[CH:41][N:42]([CH3:43])[CH3:44]>>[NH2:1][c:2]1[n:3][cH:4][n:5][c:6]2[cH:7][c:8]([CH2:12][N:13]3[C:14](=[O:21])[CH:15]([CH3:20])[N:16]([CH2:29][c:30]4[cH:31][c:32]5[c:33]([s:34]4)[cH:35][c:36]([Cl:39])[cH:37][cH:38]5)[CH:17]([CH3:19])[CH2:18]3)[cH:9][cH:10][c:11]12. The reactants are OS(=O)(=O)[O-].[K+] (KHSO4), Cl.C(C)(C)(C)OC(=O)N1CCC2=C(CC1)C(=C(C=C2)Cl)CSC(N)=N (3-tert-butoxycarbonyl-6-carbamimidoylthiomethyl-7-chloro-2,3,4,5-tetrahydro-1H-benzo[d]azepine hydrochloride), [OH-].[Na+] (NaOH). Solvent: O1CCOCC1 (dioxane), O (water). Run at temperature 100 celsius. Product: C(C)(C)(C)OC(=O)N1CCC2=C(CC1)C(=C(C=C2)Cl)CS (3-tert-Butoxycarbonyl-7-chloro-6-mercaptomethyl-2,3,4,5-tetrahydro-1H-benzo[d]azepine). Yield: 81.6%. RXN SMILES: Cl.[C:2]([O:6][C:7]([N:9]1[CH2:15][CH2:14][C:13]2[C:16]([CH2:21][S:22]C(=N)N)=[C:17]([Cl:20])[CH:18]=[CH:19][C:12]=2[CH2:11][CH2:10]1)=[O:8])([CH3:5])([CH3:4])[CH3:3].[OH-].[Na+].OS([O-])(=O)=O.[K+]>O1CCOCC1.O>[C:2]([O:6][C:7]([N:9]1[CH2:15][CH2:14][C:13]2[C:16]([CH2:21][SH:22])=[C:17]([Cl:20])[CH:18]=[CH:19][C:12]=2[CH2:11][CH2:10]1)=[O:8])([CH3:5])([CH3:3])[CH3:4] |f:0.1,2.3,4.5|. Reported procedure: To a slurry of 3-tert-butoxycarbonyl-6-carbamimidoylthiomethyl-7-chloro-2,3,4,5-tetrahydro-1H-benzo[d]azepine hydrochloride (1.582 g, 3.895 mmol) in anhydrous dioxane (16.3 mL) add at room temperature a solution of NaOH (0.17 g, 4.3 mmol) in water (0.48 mL). Heat the reaction mixture at 100° C. overnight. After cooling the reaction mixture to 12-15° C., add 1M aqueous KHSO4 (3.9 mL, 3.9 mol). Partition the mixture between water (25 mL) and hexane (50 mL). Dry the organic phase over Na2SO4, filte... Reactants: CC(=O)N1CCNCC1, O=C([O-])[O-], FC(F)c1nc2ccccc2n1-c1nc(Cl)nc(N2CCOCC2)n1, [K+], [K+], CN(C)C=O, O. Product: CC(=O)N1CCN(c2nc(N3CCOCC3)nc(-n3c(C(F)F)nc4ccccc43)n2)CC1. Reaction SMILES: [C:26]([CH3:27])(=[O:28])[N:29]1[CH2:30][CH2:31][NH:32][CH2:33][CH2:34]1.[C:35](=[O:36])([O-:37])[O-:38].[Cl:1][c:2]1[n:3][c:4]([N:20]2[CH2:21][CH2:22][O:23][CH2:24][CH2:25]2)[n:5][c:6](-[n:8]2[c:9]([CH:17]([F:18])[F:19])[n:10][c:11]3[c:12]2[cH:13][cH:14][cH:15][cH:16]3)[n:7]1.[K+:39].[K+:40].[O:41]=[CH:42][N:43]([CH3:44])[CH3:45].[OH2:46]>>[c:2]1([N:32]2[CH2:31][CH2:30][N:29]([C:26]([CH3:27])=[O:28])[CH2:34][CH2:33]2)[n:3][c:4]([N:20]2[CH2:21][CH2:22][O:23][CH2:24][CH2:25]2)[n:5][c:6](-[n:8]2[c:9]([CH:17]([F:18])[F:19])[n:10][c:11]3[c:12]2[cH:13][cH:14][cH:15][cH:16]3)[n:7]1. Starting materials: ice, O (water), C(C)(C)(C)C=1NC(=C(N1)Br)Br (2-t-butyl-4,5-dibromoimidazole), [H-].[Na+] (sodium hydride), C[Si](C)(C)CCOCCl (SEM-chloride). The solvent is CCOC(=O)C (EtOAc), C1CCOC1 (THF). Conditions: temperature 0 celsius, time 40 minute. Yields the product BrC=1N=C(N(C1Br)COCC[Si](C)(C)C)C(C)(C)C (4,5-dibromo-2-tert-butyl-1-((2-(trimethylsilyl)ethoxy)methyl)-1H-imidazole). Isolated yield 101.9%. RXN SMILES: [C:1]([C:5]1[NH:6][C:7]([Br:11])=[C:8]([Br:10])[N:9]=1)([CH3:4])([CH3:3])[CH3:2].[H-].[Na+].[CH3:14][Si:15]([CH2:18][CH2:19][O:20][CH2:21]Cl)([CH3:17])[CH3:16].O>C1COCC1.CCOC(C)=O>[Br:11][C:7]1[N:6]=[C:5]([C:1]([CH3:4])([CH3:2])[CH3:3])[N:9]([CH2:21][O:20][CH2:19][CH2:18][Si:15]([CH3:17])([CH3:16])[CH3:14])[C:8]=1[Br:10] |f:1.2|. Procedure: To a cooled solution of 2-t-butyl-4,5-dibromoimidazole (1.4 grams, 5.0 mmol; Example 5, Step 2) in dry THF (10 mL) at 0° C. was added sodium hydride (95%, 0.15 grams, 6.0 mmol) portion wise. The reaction mixture was stirred for 10 minutes at 0° C., at room temperature for 40 minutes. The reaction was re-cooled to 0° C. and SEM-chloride (0.97 ml, 5.5 mmol) was added in dropwise. The reaction mixture was stirred overnight allowing the ice bath to expire and poured into a mixture of water (30 mL) a... Starting materials: C(CC(=O)C)(=O)OCC (ethyl acetoacetate), Cl (hydrochloric acid), COC(CCl)OC (chloroacetaldehyde-dimethylacetal), [OH-].[Na+] (sodium hydroxide), water ice, Cl (hydrochloric acid). The solvent is N1=CC=CC=C1 (pyridine), O (water), C(C)O (ethanol), O (water). Conditions: time 8 hour. Yields the product CC=1OC=CC1C(=O)O (2-methyl-3-furoic acid). Isolated yield 71.4%. Reaction SMILES: Cl.CO[CH:4](OC)[CH2:5]Cl.[C:9]([O:15]CC)(=[O:14])[CH2:10][C:11]([CH3:13])=[O:12].[OH-].[Na+]>N1C=CC=CC=1.C(O)C.O>[CH3:13][C:11]1[O:12][CH:4]=[CH:5][C:10]=1[C:9]([OH:15])=[O:14] |f:3.4|. Procedure details: To a stirred solution of water (400 mL) and conc. hydrochloric acid (40 mL) is added chloroacetaldehyde-dimethylacetal (300 g) and brought to reflux. The homogenous solution was then added to a stirred cooled solution of ethyl acetoacetate (260 g. 2 mol) in pyridine (500 mL). This reaction mixture was allowed to stir overnight at ambient temperature. The lower layer of the reaction mixture was then removed and combined with the methylene chloride (2×100 mL) extract of the upper layer after dilut... The reactants are ClC=1C=C(C=CC1)NC1=CC=CC=C1 (N-(3-Chlorophenyl)aniline), ClCC(=O)Cl (chloroacetyl chloride), acid chloride. Solvent: C1(=CC=CC=C1)C (toluene), C1(=CC=CC=C1)C (toluene). The product is ClC=1C=C(C=CC1)N(C1=CC=CC=C1)C(CCl)=O (N-(3-Chlorophenyl)-alpha-chloroacetanilide). As a reaction SMILES: [Cl:1][C:2]1[CH:3]=[C:4]([NH:8][C:9]2[CH:14]=[CH:13][CH:12]=[CH:11][CH:10]=2)[CH:5]=[CH:6][CH:7]=1.[Cl:15][CH2:16][C:17](Cl)=[O:18]>C1(C)C=CC=CC=1>[Cl:1][C:2]1[CH:3]=[C:4]([N:8]([C:17](=[O:18])[CH2:16][Cl:15])[C:9]2[CH:10]=[CH:11][CH:12]=[CH:13][CH:14]=2)[CH:5]=[CH:6][CH:7]=1. Procedure details: N-(3-Chlorophenyl)aniline (25.1 g, 0.123 mole) and chloroacetyl chloride (19.6 ml, 0.246 mole) were refluxed in toluene (100 ml) for 4 hours, then stripped of toluene and excess acid chloride in vacuo to yield an oil which crystallized on scratching. Recrystallization from ethanol/H2O gave purified title product, 32.6 g, m.p. 94°-96.5°. The solvent is ClC(C)Cl (dichloroethane). RXN SMILES: [CH2:1](O)[CH2:2][CH3:3].[F:5][C:6]1[CH:17]=[C:16]([OH:18])[CH:15]=[CH:14][C:7]=1[O:8][CH:9]([CH3:13])[C:10]([OH:12])=[O:11]>S(=O)(=O)(O)O.ClC(Cl)C>[F:5][C:6]1[CH:17]=[C:16]([OH:18])[CH:15]=[CH:14][C:7]=1[O:8][CH:9]([CH3:13])[C:10]([O:12][CH2:1][CH2:2][CH3:3])=[O:11]. Reported procedure: (ii) n-Propanol (35 ml) and concentrated sulfuric acid (6 drops) were added to a solution of crude 2-(2-fluoro-4-hydroxyphenoxy)propionic acid (8.6 g) in dichloroethane (13 ml). The mixture was heated under reflux with stirring for a period of 6.5 hours, cooled, and the solvent was evaporated under reduced pressure. The residue was treated with water and the aqueous mixture was extracted with dichloromethane. The organic phase was washed with a saturated aqueous solution of sodium hydrogen carbo... The reagents and catalysts are S(O)(O)(=O)=O (sulfuric acid). Yields the product FC1=C(OC(C(=O)OCCC)C)C=CC(=C1)O (n-propyl 2-(2-fluoro-4-hydroxyphenoxy)propionate). Starting materials: C(CC)O (n-Propanol), FC1=C(OC(C(=O)O)C)C=CC(=C1)O (2-(2-fluoro-4-hydroxyphenoxy)propionic acid). Reaction conditions: time 6.5 hour. Isolated yield 35.5%.